Dataset: the Open Reaction Database (ORD), a public repository of structured organic reaction records. Task: describe an organic reaction: reactants, conditions, products, and yield Reactants: OC1=C(C(=NC=2N1C=CN2)C)C2=C(C=CC=C2F)Cl (5-hydroxy-6-(2-chloro-6-fluorophenyl)-7-methylimidazo[1,2-a]pyrimidine), C(C)N(C1=CC=CC=C1)CC (N,N-diethylaniline), P(=O)(Cl)(Cl)Cl (phosphorus oxychloride). Product: ClC1=C(C(=NC=2N1C=CN2)C)C2=C(C=CC=C2F)Cl (5-chloro-6-(2-chloro-6-fluorophenyl)-7-methylimidazo[1,2-a]pyrimidine). Reaction SMILES: O[C:2]1[N:7]2[CH:8]=[CH:9][N:10]=[C:6]2[N:5]=[C:4]([CH3:11])[C:3]=1[C:12]1[C:17]([F:18])=[CH:16][CH:15]=[CH:14][C:13]=1[Cl:19].C(N(CC)C1C=CC=CC=1)C.P(Cl)(Cl)([Cl:33])=O>>[Cl:33][C:2]1[N:7]2[CH:8]=[CH:9][N:10]=[C:6]2[N:5]=[C:4]([CH3:11])[C:3]=1[C:12]1[C:17]([F:18])=[CH:16][CH:15]=[CH:14][C:13]=1[Cl:19]. Procedure: A mixture of 0.16 g of 5-hydroxy-6-(2-chloro-6-fluorophenyl)-7-methylimidazo[1,2-a]pyrimidine, 0.20 g of N,N-diethylaniline and 2 ml of phosphorus oxychloride was refluxed under heating for 26 hours. The reaction mixture was concentrated, and dichloromethane and aqueous saturated sodium bicarbonate solution were added to the residue. The separated organic layer was washed with water, dried over sodium sulfate and concentrated. The residue was subjected to silica gel chromatography to give 45mg o... Starting materials: COC(C1=CC(=C(C=C1)F)[N+](=O)[O-])=O (4-Fluoro-3-nitro-benzoic acid methyl ester), Cl.CNC (dimethylamine hydrochloride), C([O-])([O-])=O.[K+].[K+] (potassium carbonate). Solvent: CS(=O)C (dimethylsulphoxid). Reaction conditions: temperature 60 celsius, time 8 hour. Product: COC(C1=CC(=C(C=C1)N(C)C)[N+](=O)[O-])=O (4-Dimethylamino-3-nitro-benzoic acid methyl ester). The yield is 69.0%. As a reaction SMILES: [CH3:1][O:2][C:3](=[O:14])[C:4]1[CH:9]=[CH:8][C:7](F)=[C:6]([N+:11]([O-:13])=[O:12])[CH:5]=1.Cl.[CH3:16][NH:17][CH3:18].C(=O)([O-])[O-].[K+].[K+]>CS(C)=O>[CH3:1][O:2][C:3](=[O:14])[C:4]1[CH:9]=[CH:8][C:7]([N:17]([CH3:18])[CH3:16])=[C:6]([N+:11]([O-:13])=[O:12])[CH:5]=1 |f:1.2,3.4.5|. Procedure details: To a stirred solution of 4.48 g (22.5 mmol) 4-Fluoro-3-nitro-benzoic acid methyl ester (Bioorg. Med. Chem.; 6; 8; 1998; 1185-1208) and 60.0 ml dimethylsulphoxid were added 2.23 g (27.0 mmol) dimethylamine hydrochloride and 6.54 g (47.3 mmol) potassium carbonate. The reaction mixture was stirred for 8 h at 60° C. in an autoclave and was reduced with high vacuum rotation evaporator at 65° C. The residue was diluted with dichloromethane, washed twice with water. The combined water phases were extra...